Dataset: the Open Reaction Database (ORD), a public repository of structured organic reaction records. Task: describe an organic reaction: reactants, conditions, products, and yield The reactants are C(\C=C\C)=O (crotonaldehyde), C=O (formaldehyde), C=CC=C (butadiene), C=CC=C (1,3-butadiene), C=CC=C (butadiene). Reagents/catalysts: N1CCCC1 (pyrrolidine), C(CC)(=O)O (propionic acid). The solvent is CN(C)C=O (DMF), CN(C)C=O (DMF), CN(C)C=O (DMF). Conditions: temperature 100 celsius, time 5 minute. Yields the product C(=C)C1(CC=CCC1)C=O (1-vinylcyclohex-3-ene carbaldehyde), C(=C)C1CC=C(CC1)C=O (4-vinylcyclohex-1-ene carbaldehyde). Yield: 93.0%. As a reaction SMILES: [CH:1](=[O:5])/[CH:2]=[CH:3]/[CH3:4].[CH2:6]=[O:7].[CH2:8]=[CH:9][CH:10]=[CH2:11]>CN(C=O)C.N1CCCC1.C(O)(=O)CC>[CH:3]([C:2]1([CH:1]=[O:5])[CH2:6][CH2:11][CH:10]=[CH:9][CH2:8]1)=[CH2:4].[CH:3]([CH:2]1[CH2:1][CH2:11][C:10]([CH:6]=[O:7])=[CH:9][CH2:8]1)=[CH2:4]. Procedure details: The 500 mL flask was charged with crotonaldehyde (210.3 g, 3 mol), formaldehyde (270.0 g, 3.24 mol, 36% aqueous solution) and DMF (50 g, 0.68 mol). A cooled mixture of pyrrolidine (5.33 g, 0.075 mol) and propionic acid (5.56 g, 0.075 mol) was added with stirring during 5 minutes. This combined mixture was then slowly pumped with stirring into a heated (100° C.) autoclave that had been charged with a solution of 1,3-butadiene (570.4 g, 5 mol) in DMF (250 g, 3.42 mol). (Careful: a cold autoclave h...